Dataset: the Open Reaction Database (ORD), a public repository of structured organic reaction records. Task: describe an organic reaction: reactants, conditions, products, and yield Starting materials: OC1CC2C=CC1C2, CCOC(=O)N=NC(=O)[O-], C1CCOC1, O=Cc1cccc(O)c1, c1ccc(P(c2ccccc2)c2ccccc2)cc1. The product is O=Cc1cccc(OC2CC3C=CC2C3)c1. RXN SMILES: [CH:1]12[CH:2]([OH:8])[CH2:3][CH:4]([CH:5]=[CH:6]1)[CH2:7]2.[N:37]([C:38]([O:39][CH2:40][CH3:41])=[O:42])=[N:43][C:44]([O-:45])=[O:46].[O:47]1[CH2:48][CH2:49][CH2:50][CH2:51]1.[OH:28][c:29]1[cH:30][c:31]([CH:32]=[O:33])[cH:34][cH:35][cH:36]1.[c:9]1([P:10]([c:11]2[cH:12][cH:13][cH:14][cH:15][cH:16]2)[c:17]2[cH:18][cH:19][cH:20][cH:21][cH:22]2)[cH:23][cH:24][cH:25][cH:26][cH:27]1>>[CH:1]12[CH:2]([O:8][c:29]3[cH:30][c:31]([CH:32]=[O:33])[cH:34][cH:35][cH:36]3)[CH2:3][CH:4]([CH:5]=[CH:6]1)[CH2:7]2. Reaction conditions: temperature 60 celsius, time 2 hour. The product is N1=CC(=CC=C1)C(=O)O (pyridine-3-carboxylic acid). Procedure: A suspension of crude ethyl 6-[3-endo-({[2-methyl-3-methyloxy)phenyl]carbonyl}amino)-8-azabicyclo[3.2.1]oct-8-yl]pyridine-3-carboxylate (4.72 g, max. 9.55 mmol) and potassium hydroxide (1.07 g, 19.10 mmol) in methanol (90 mL) and water (30 mL) was stirred at 60° C. for 2 hours. After cooling to room temperature, some of the methanol was evaporated, water was added to the resulting mixture, and the pH adjusted to 5 with 1N aqueous hydrochloric acid. The precipitate was filtered, washed with water... Solvent: CO (methanol), O (water). Yield: 267.1%. As a reaction SMILES: [N:1]1[CH:6]=[CH:5][CH:4]=[C:3]([C:7]([O-:9])=[O:8])[CH:2]=1.[OH-].[K+]>CO.O>[N:1]1[CH:6]=[CH:5][CH:4]=[C:3]([C:7]([OH:9])=[O:8])[CH:2]=1 |f:1.2|. Reactants: N1=CC(=CC=C1)C(=O)[O-] (pyridine-3-carboxylate), [OH-].[K+] (potassium hydroxide). Reactants: N1CCCCC1 (Piperidine), N1C(CC2=CC=CC=C12)=O (oxindole), IC1=NNC2=CC=C(C=C12)C=O (3-iodo-1H-indazole-5-carbaldehyde). Solvent: CCO (EtOH). Run at temperature 75 celsius, time 14 hour. Yields the product IC1=NNC2=CC=C(C=C12)C=C1C(NC2=CC=CC=C12)=O (3-((3-iodo-1H-indazol-5-yl)methylene)indolin-2-one). The yield is 63.1%. RXN SMILES: N1CCCCC1.[NH:7]1[C:15]2[C:10](=[CH:11][CH:12]=[CH:13][CH:14]=2)[CH2:9][C:8]1=[O:16].[I:17][C:18]1[C:26]2[C:21](=[CH:22][CH:23]=[C:24]([CH:27]=O)[CH:25]=2)[NH:20][N:19]=1>CCO>[I:17][C:18]1[C:26]2[C:21](=[CH:22][CH:23]=[C:24]([CH:27]=[C:9]3[C:10]4[C:15](=[CH:14][CH:13]=[CH:12][CH:11]=4)[NH:7][C:8]3=[O:16])[CH:25]=2)[NH:20][N:19]=1. Procedure: Piperidine (0.01 mL, 0.1 mmol) was added to a suspension of oxindole (72 mg, 0.54 mmol) and 3-iodo-1H-indazole-5-carbaldehyde (146 mg, 0.54 mmol) in EtOH (10 mL). On heating to 75° C., the suspended solid dissolved, and a new precipitate formed. Heating was continued at 75° C. for 14 hrs. After the mixture was cooled to room temperature, suction filtration and rinsing with EtOH (4×2 mL) gave 3-((3-iodo-1H-indazol-5-yl)methylene)indolin-2-one (yellow solid, 131.9 mg, 63%). 1H NMR (400 MHz, d6-DMS... Starting materials: [Br-], BrCCCc1ccccc1, CC(C)=O, CCOCC, Cl, [Mg]. The product is CC(C)(O)CCCc1ccccc1. RXN SMILES: [Br-:12].[Br:2][CH2:3][CH2:4][CH2:5][c:6]1[cH:7][cH:8][cH:9][cH:10][cH:11]1.[CH3:13][C:14]([CH3:15])=[O:16].[CH3:18][CH2:19][O:20][CH2:21][CH3:22].[ClH:17].[Mg:1]>>[CH2:3]([CH2:4][CH2:5][c:6]1[cH:7][cH:8][cH:9][cH:10][cH:11]1)[C:14]([CH3:13])([CH3:15])[OH:16]. Reactants: ClC1=NC=CC=C1C(=O)OC (Methyl 2-chloropyridine-3-carboxylate), C(C=C)N (allylamine). Conditions: temperature 140 celsius. The product is C(C=C)NC1=NC=CC=C1C(=O)OC (Methyl 2-allylaminopyridine-3-carboxylate). The yield is 73.6%. Reaction SMILES: Cl[C:2]1[C:7]([C:8]([O:10][CH3:11])=[O:9])=[CH:6][CH:5]=[CH:4][N:3]=1.[CH2:12]([NH2:15])[CH:13]=[CH2:14]>>[CH2:12]([NH:15][C:2]1[C:7]([C:8]([O:10][CH3:11])=[O:9])=[CH:6][CH:5]=[CH:4][N:3]=1)[CH:13]=[CH2:14]. Procedure details: Methyl 2-chloropyridine-3-carboxylate (5 g) was reacted neat with allylamine (3.1 g) with heating at 140° C. for 4 hours. The volatiles were removed under reduced pressure and the residue chromatographed on silica gel eluting with ethyl acetate in hexane to afford 4.12 g of the title compound. MS (DCl/NH3) m/e 207 (M+H)+.